This data is from the Open Reaction Database (ORD), a public repository of structured organic reaction records. The task is: describe an organic reaction: reactants, conditions, products, and yield Starting materials: CCS, CCCCCCC(SCC)SCC, O, O=P(O)(O)O. Product: CCCCCC=CSCC. Reaction SMILES: [CH2:19]([SH:20])[CH3:21].[CH2:1]([CH3:2])[S:3][CH:4]([CH2:5][CH2:6][CH2:7][CH2:8][CH2:9][CH3:10])[S:11][CH2:12][CH3:13].[OH2:22].[P:14](=[O:15])([OH:16])([OH:17])[OH:18]>>[CH2:1]([CH3:2])[S:3][CH:4]=[CH:5][CH2:6][CH2:7][CH2:8][CH2:9][CH3:10].